This data is from the Open Reaction Database (ORD), a public repository of structured organic reaction records. The task is: describe an organic reaction: reactants, conditions, products, and yield Starting materials: CCO, [H][H], COc1ccc(NC(C)=O)cc1[N+](=O)[O-], N, O. Yields the product COc1ccc(NC(C)=O)cc1N. As a reaction SMILES: [CH3:16][CH2:17][OH:18].[H:20][H:21].[N+:1]([O-:2])(=[O:3])[c:4]1[c:5]([O:14][CH3:15])[cH:6][cH:7][c:8]([NH:10][C:11]([CH3:12])=[O:13])[cH:9]1.[NH3:19].[OH2:22]>>[NH2:1][c:4]1[c:5]([O:14][CH3:15])[cH:6][cH:7][c:8]([NH:10][C:11]([CH3:12])=[O:13])[cH:9]1. Reactants: [OH-].[Ca+2].[OH-] (calcium hydroxide), C(CCC)(=O)OC1=C(C=C(C=C1)OC)C(C(=C)C)C (o-(1,2-dimethylallyl)-p-methoxyphenyl n-butyrate), C(CCC)(=O)OC1=CC=C(C=C1)OC (p-methoxyphenyl n-butyrate), ClC1=CC(=CC=C1)C(=O)OO (metachloroperbenzoic acid). Run in ClCCl (dichloromethane). Reaction conditions: time 8 hour. The product is C(CCC)(=O)OC1=C(C=C(C=C1)OC)C(C1CO1)(C)C (o-(1,1-dimethyl-2,3-epoxypropyl)-p-methoxyphenyl n-butyrate). Isolated yield 47.0%. Reaction SMILES: C([O:6][C:7]1[CH:12]=CC(OC)=[CH:9][C:8]=1[CH:15](C)C(C)=C)(=O)CCC.[C:20]([O:25][C:26]1[CH:31]=[CH:30][C:29]([O:32][CH3:33])=[CH:28][CH:27]=1)(=[O:24])[CH2:21][CH2:22][CH3:23].ClC1C=CC=C(C(OO)=O)C=1.[OH-].[Ca+2].[OH-]>ClCCl>[C:20]([O:25][C:26]1[CH:27]=[CH:28][C:29]([O:32][CH3:33])=[CH:30][C:31]=1[C:8]([CH3:15])([CH3:9])[CH:7]1[O:6][CH2:12]1)(=[O:24])[CH2:21][CH2:22][CH3:23] |f:3.4.5|. Procedure details: To a mixture of E61, o-(1,2-dimethylallyl)-p-methoxyphenyl n-butyrate and p-methoxyphenyl n-butyrate (39.5 gm) in dichloromethane (900 mL) was added in portions metachloroperbenzoic acid (52 gm; 300 mmoles). The mixture was stirred at room temperature overnight. The reaction mixture was cooled in an ice-water bath and calcium hydroxide (150 gm) was added. After stirring for 15 minutes the mixture was filtered through a celite pad and the filtrate concentrated in vacuo. The residue was chromatogr... Starting materials: NC(=O)c1ccc(F)c(Cl)c1, Cc1cc2c(s1)C(O)CNC2. The product is Cc1cc2c(s1)C(Oc1ccc(C(N)=O)cc1Cl)CNC2. Reaction SMILES: [C:12]([NH2:13])(=[O:14])[c:15]1[cH:16][c:17]([Cl:22])[c:18]([F:21])[cH:19][cH:20]1.[CH3:1][c:2]1[cH:3][c:4]2[c:9]([s:10]1)[CH:8]([OH:11])[CH2:7][NH:6][CH2:5]2>>[CH3:1][c:2]1[cH:3][c:4]2[c:9]([s:10]1)[CH:8]([O:11][c:18]1[c:17]([Cl:22])[cH:16][c:15]([C:12]([NH2:13])=[O:14])[cH:20][cH:19]1)[CH2:7][NH:6][CH2:5]2. Starting materials: CCO, COc1cc(C)c(OS(C)(=O)=O)cc1[N+](=O)[O-]. The product is COc1cc(C)c(OS(C)(=O)=O)cc1N. RXN SMILES: [CH3:18][CH2:19][OH:20].[CH3:1][S:2](=[O:3])(=[O:4])[O:5][c:6]1[c:7]([CH3:17])[cH:8][c:9]([O:15][CH3:16])[c:10]([N+:12]([O-:13])=[O:14])[cH:11]1>>[CH3:1][S:2](=[O:3])(=[O:4])[O:5][c:6]1[c:7]([CH3:17])[cH:8][c:9]([O:15][CH3:16])[c:10]([NH2:12])[cH:11]1. Starting materials: CCNCC, CC(=O)O, CC(C)=O, O=c1[nH]c2cc([N+](=O)[O-])c(S(=O)(=O)Cl)cc2[nH]c1=O, O. Yields the product CCN(CC)S(=O)(=O)c1cc2[nH]c(=O)c(=O)[nH]c2cc1[N+](=O)[O-]. Reaction SMILES: [CH2:1]([CH3:2])[NH:3][CH2:4][CH3:5].[CH3:29][C:30](=[O:31])[OH:32].[CH3:6][C:7](=[O:8])[CH3:9].[N+:10](=[O:11])([O-:12])[c:13]1[c:14]([S:25](=[O:26])(=[O:27])[Cl:28])[cH:15][c:16]2[nH:17][c:18](=[O:24])[c:19](=[O:23])[nH:20][c:21]2[cH:22]1.[OH2:33]>>[CH2:1]([CH3:2])[N:3]([CH2:4][CH3:5])[S:25]([c:14]1[c:13]([N+:10](=[O:11])[O-:12])[cH:22][c:21]2[c:16]([cH:15]1)[nH:17][c:18](=[O:24])[c:19](=[O:23])[nH:20]2)(=[O:26])=[O:27]. Starting materials: CS(=O)C (Dimethyl sulfoxide), Br (hydrobromic acid), CC1=C(C(=O)O)C=CC(=C1)C(=O)NC1=CC(=CC=C1)C1=NC(=NC2=CC(=C(C=C12)OC)OC)NC (methyl N-[3-(6,7-dimethoxy-2-methylaminoquinazolin-4-yl)phenyl]terephthalamic acid). The solvent is CC(C)O (2-Propanol). Product: Br.CC1=C(C(=O)O)C=CC(=C1)C(=O)NC1=CC(=CC=C1)C1=NC(=NC2=CC(=C(C=C12)OC)OC)NC (Methyl N-[3-(6,7-dimethoxy-2-methylaminoquinazolin-4-yl)phenyl]terephthalamic acid hydrobromide). As a reaction SMILES: CS(C)=O.[BrH:5].[CH3:6][C:7]1[CH:15]=[C:14]([C:16]([NH:18][C:19]2[CH:24]=[CH:23][CH:22]=[C:21]([C:25]3[C:34]4[C:29](=[CH:30][C:31]([O:37][CH3:38])=[C:32]([O:35][CH3:36])[CH:33]=4)[N:28]=[C:27]([NH:39][CH3:40])[N:26]=3)[CH:20]=2)=[O:17])[CH:13]=[CH:12][C:8]=1[C:9]([OH:11])=[O:10]>CC(O)C>[BrH:5].[CH3:6][C:7]1[CH:15]=[C:14]([C:16]([NH:18][C:19]2[CH:24]=[CH:23][CH:22]=[C:21]([C:25]3[C:34]4[C:29](=[CH:30][C:31]([O:37][CH3:38])=[C:32]([O:35][CH3:36])[CH:33]=4)[N:28]=[C:27]([NH:39][CH3:40])[N:26]=3)[CH:20]=2)=[O:17])[CH:13]=[CH:12][C:8]=1[C:9]([OH:11])=[O:10] |f:4.5|. Procedure details: Dimethyl sulfoxide (1 mL) and hydrobromic acid (40 μL) were added to methyl N-[3-(6,7-dimethoxy-2-methylaminoquinazolin-4-yl)phenyl]terephthalamic acid (100.90 mg). 2-Propanol (5 mL) was added to the mixture while heating the mixture, and the mixture was cooled to room temperature to be solidified. The solid was collected by filtration to yield the titled compound (108.92 mg). Starting materials: O=C1CCN(CC1)C(=O)OCC (ethyl 4-oxo-1-piperidinecarboxylate), N1CCC2=CC=CC=C12 (2,3-dihydro-1H-indole), S1C=CC=C1 (thiophene). Reagents/catalysts: [Pd] (palladium on activated carbon). Solvent: C(C)(C)OC(C)C (isopropyl ether), CO (methanol). Yields the product N1(CCC2=CC=CC=C12)C1CCN(CC1)C(=O)OCC (ethyl 4-(2,3-dihydro-1Hindol-1-yl)-1-piperidine-carboxylate). The yield is 58.7%. RXN SMILES: O=[C:2]1[CH2:7][CH2:6][N:5]([C:8]([O:10][CH2:11][CH3:12])=[O:9])[CH2:4][CH2:3]1.[NH:13]1[C:21]2[C:16](=[CH:17][CH:18]=[CH:19][CH:20]=2)[CH2:15][CH2:14]1.S1C=CC=C1>[Pd].C(OC(C)C)(C)C.CO>[N:13]1([CH:2]2[CH2:7][CH2:6][N:5]([C:8]([O:10][CH2:11][CH3:12])=[O:9])[CH2:4][CH2:3]2)[C:21]2[C:16](=[CH:17][CH:18]=[CH:19][CH:20]=2)[CH2:15][CH2:14]1. Reported procedure: A mixture of ethyl 4-oxo-1-piperidinecarboxylate (85 g) and 2,3-dihydro-1H-indole (60 g), palladium on activated carbon (10%) (4 g) and a solution of thiophene in isopropyl ether (4%) (2 ml) in methanol (700 ml) was reacted in a Parr Pressure Vessel at 50° C. overnight. After completion, the mixture was filtered and the filtrate was evaporated, yielding 80 g (58%) of ethyl 4-(2,3-dihydro-1Hindol-1-yl)-1-piperidine-carboxylate (intermediate 6) Reactants: CSC(=N)c1cccs1, Cc1cc2cc(N)ccc2n1CCN(C)C, CCO, I, [Na+], O=C([O-])O. Product: Cc1cc2cc(NC(=N)c3cccs3)ccc2n1CCN(C)C. Reaction SMILES: [CH3:18][S:19][C:20](=[NH:21])[c:22]1[s:23][cH:24][cH:25][cH:26]1.[CH3:1][N:2]([CH2:3][CH2:4][n:5]1[c:6]([CH3:15])[cH:7][c:8]2[cH:9][c:10]([NH2:14])[cH:11][cH:12][c:13]12)[CH3:16].[CH3:27][CH2:28][OH:29].[IH:17].[Na+:34].[O-:30][C:31]([OH:32])=[O:33]>>[CH3:1][N:2]([CH2:3][CH2:4][n:5]1[c:6]([CH3:15])[cH:7][c:8]2[cH:9][c:10]([NH:14][C:20](=[NH:21])[c:22]3[s:23][cH:24][cH:25][cH:26]3)[cH:11][cH:12][c:13]12)[CH3:16]. Starting materials: O1C(OCC1)C1=CC=C(C=C1)NC(=O)CCCN(C(=O)CCN1CCC(CC1)OC(NC1=C(C=CC=C1)C1=CC=CC=C1)=O)C (biphenyl-2-ylcarbamic acid 1-(2-{[3-(4-(1,3-dioxolan-2-yl)phenylcarbamoyl)propyl]methylcarbamoyl}ethyl)piperidin-4-yl ester), Cl (hydrochloric acid), O (Water). Solvent: C(C)#N (acetonitrile). Product: C(=O)C1=CC=C(C=C1)NC(=O)CCCN(C(=O)CCN1CCC(CC1)OC(NC1=C(C=CC=C1)C1=CC=CC=C1)=O)C (Biphenyl-2-ylcarbamic Acid 1-(2-{[3-(4-Formylphenylcarbamoyl)-propyl]methylcarbamoyl}ethyl)piperidin-4-yl Ester). Reaction SMILES: [O:1]1CCO[CH:2]1[C:6]1[CH:11]=[CH:10][C:9]([NH:12][C:13]([CH2:15][CH2:16][CH2:17][N:18]([CH3:45])[C:19]([CH2:21][CH2:22][N:23]2[CH2:28][CH2:27][CH:26]([O:29][C:30](=[O:44])[NH:31][C:32]3[CH:37]=[CH:36][CH:35]=[CH:34][C:33]=3[C:38]3[CH:43]=[CH:42][CH:41]=[CH:40][CH:39]=3)[CH2:25][CH2:24]2)=[O:20])=[O:14])=[CH:8][CH:7]=1.Cl.O>C(#N)C>[CH:2]([C:6]1[CH:11]=[CH:10][C:9]([NH:12][C:13]([CH2:15][CH2:16][CH2:17][N:18]([CH3:45])[C:19]([CH2:21][CH2:22][N:23]2[CH2:24][CH2:25][CH:26]([O:29][C:30](=[O:44])[NH:31][C:32]3[CH:37]=[CH:36][CH:35]=[CH:34][C:33]=3[C:38]3[CH:43]=[CH:42][CH:41]=[CH:40][CH:39]=3)[CH2:27][CH2:28]2)=[O:20])=[O:14])=[CH:8][CH:7]=1)=[O:1]. Reported procedure: To a stirred solution of biphenyl-2-ylcarbamic acid 1-(2-{[3-(4-(1,3-dioxolan-2-yl)phenylcarbamoyl)propyl]methylcarbamoyl}ethyl)piperidin-4-yl ester (98 mg, 0.16 mmol) in acetonitrile (2 mL) was added aqueous hydrochloric acid (3 M, 1.07 mL). The resulting dark orange solution was stirred at room temperature. Water was added and the resulting mixture was extracted with DCM (2×). The combined organic layers were dried over sodium sulfate, filtered and concentrated under reduced pressure to give t...